This data is from the Open Reaction Database (ORD), a public repository of structured organic reaction records. The task is: describe an organic reaction: reactants, conditions, products, and yield Reactants: O=C([O-])[O-], CC1(C)CCc2cc(S(=O)(=O)Cl)ccc2O1, CC#N, [K+], [K+], O=C(O)C1Cc2ccccc2N1, O. Product: CC1(C)CCc2cc(S(=O)(=O)N3c4ccccc4CC3C(=O)O)ccc2O1. RXN SMILES: [C:13](=[O:14])([O-:15])[O-:16].[CH3:19][C:20]1([CH3:34])[O:21][c:22]2[c:23]([cH:26][c:27]([S:30](=[O:31])(=[O:32])[Cl:33])[cH:28][cH:29]2)[CH2:24][CH2:25]1.[CH3:36][C:37]#[N:38].[K+:17].[K+:18].[NH:1]1[CH:2]([C:10](=[O:11])[OH:12])[CH2:3][c:4]2[cH:5][cH:6][cH:7][cH:8][c:9]21.[OH2:35]>>[N:1]1([S:30]([c:27]2[cH:26][c:23]3[c:22]([cH:29][cH:28]2)[O:21][C:20]([CH3:19])([CH3:34])[CH2:25][CH2:24]3)(=[O:31])=[O:32])[CH:2]([C:10](=[O:11])[OH:12])[CH2:3][c:4]2[cH:5][cH:6][cH:7][cH:8][c:9]21.